Task: describe an organic reaction: reactants, conditions, products, and yield. Dataset: the Open Reaction Database (ORD), a public repository of structured organic reaction records The reactants are COc1cc2c(Nc3ccc(C)c(OC(C)=O)c3)ncnc2cc1OCc1ccccc1, CO, ClC(Cl)Cl, Cl, [H][H], CN(C)C=O. Product: COc1cc2c(Nc3ccc(C)c(OC(C)=O)c3)ncnc2cc1O, Cl. Reaction SMILES: [C:2]([CH3:3])(=[O:4])[O:5][c:6]1[cH:7][c:8]([NH:9][c:10]2[n:11][cH:12][n:13][c:14]3[cH:15][c:16]([O:22][CH2:23][c:24]4[cH:25][cH:26][cH:27][cH:28][cH:29]4)[c:17]([O:20][CH3:21])[cH:18][c:19]23)[cH:30][cH:31][c:32]1[CH3:33].[CH3:36][OH:37].[Cl:43][CH:44]([Cl:45])[Cl:46].[ClH:1].[H:34][H:35].[O:38]=[CH:39][N:40]([CH3:41])[CH3:42]>>[C:2]([CH3:3])(=[O:4])[O:5][c:6]1[cH:7][c:8]([NH:9][c:10]2[n:11][cH:12][n:13][c:14]3[cH:15][c:16]([OH:22])[c:17]([O:20][CH3:21])[cH:18][c:19]23)[cH:30][cH:31][c:32]1[CH3:33].[ClH:1]. The reactants are ClC1=CC(=NN1C1=CC=CC=C1)C (5-chloro-3-methyl-1-phenylpyrazole), [N+](=O)(OC(C)=O)[O-] (acetyl nitrate), [N+](=O)(O)[O-] (nitric acid). The solvent is C(C)(=O)OC(C)=O (acetic anhydride), C(C)(=O)OC(C)=O (acetic anhydride). Run at time 2 hour. The product is ClC1=C(C(=NN1C1=CC=CC=C1)C)[N+](=O)[O-] (5-chloro-3-methyl-1-phenyl-4-nitropyrazole). RXN SMILES: [Cl:1][C:2]1[N:6]([C:7]2[CH:12]=[CH:11][CH:10]=[CH:9][CH:8]=2)[N:5]=[C:4]([CH3:13])[CH:3]=1.[N+:14]([O-])([O:16]C(=O)C)=[O:15].[N+]([O-])(O)=O>C(OC(=O)C)(=O)C>[Cl:1][C:2]1[N:6]([C:7]2[CH:12]=[CH:11][CH:10]=[CH:9][CH:8]=2)[N:5]=[C:4]([CH3:13])[C:3]=1[N+:14]([O-:16])=[O:15]. Reported procedure: A solution of 9.6 g (0.05 mole) of 5-chloro-3-methyl-1-phenylpyrazole and 25 ml of acetic anhydride was added at 10°C to a solution of acetyl nitrate prepared from 25 ml of 90% nitric acid and 10 ml of acetic anhydride. The solution was stirred 2 hours at 20°-30°C and carefully poured onto ice water. The solid was filtered off and washed with cold water. One recrystallization from ethanol gave long white needles of product. Reactants: COC(=O)NNC1=CC=C(C=2CC(OC21)CC)C (2-(2,3-dihydro-2-ethyl-4-methylbenzofuran-7-yl)hydrazine-carboxylic acid methyl ester), C1=CC(=CC(=C1)Cl)C(=O)OO (MCPBA), COC(=O)NNC1=CC=C(C=2CC(OC21)C)C (2-(2,3-dihydro-2,4-dimethylbenzofuran-7-yl)hydrazinecarboxylic acid methyl ester). Product: COC(=O)N=NC1=CC=C(C=2CC(OC21)CC)C ((2,3-dihydro-2-ethyl-4-methylbenzofuran-7-yl)diazenecarboxylic acid methyl ester). As a reaction SMILES: [CH3:1][O:2][C:3]([NH:5][NH:6][C:7]1[C:15]2[O:14][CH:13]([CH2:16][CH3:17])[CH2:12][C:11]=2[C:10]([CH3:18])=[CH:9][CH:8]=1)=[O:4].C1C=C(Cl)C=C(C(OO)=O)C=1.COC(NNC1C2OC(C)CC=2C(C)=CC=1)=O>>[CH3:1][O:2][C:3]([N:5]=[N:6][C:7]1[C:15]2[O:14][CH:13]([CH2:16][CH3:17])[CH2:12][C:11]=2[C:10]([CH3:18])=[CH:9][CH:8]=1)=[O:4]. Reported procedure: 6 was prepared, as a red syrup by treating 6B with MCPBA, according to the procedure described in Example 1 for preparing 1 from 1F. Reactants: [Al+3], O=C1CCCc2nc3cc(F)ccc3c(NCc3ccccc3)c21, [H-], [H-], [H-], [H-], [Li+], C1CCOC1. Yields the product OC1CCCc2nc3cc(F)ccc3c(NCc3ccccc3)c21. As a reaction SMILES: [Al+3:26].[CH2:1]([c:2]1[cH:3][cH:4][cH:5][cH:6][cH:7]1)[NH:8][c:9]1[c:10]2[cH:11][cH:12][c:13]([F:24])[cH:14][c:15]2[n:16][c:17]2[c:22]1[C:21](=[O:23])[CH2:20][CH2:19][CH2:18]2.[H-:25].[H-:28].[H-:29].[H-:30].[Li+:27].[O:31]1[CH2:32][CH2:33][CH2:34][CH2:35]1>>[CH2:1]([c:2]1[cH:3][cH:4][cH:5][cH:6][cH:7]1)[NH:8][c:9]1[c:10]2[cH:11][cH:12][c:13]([F:24])[cH:14][c:15]2[n:16][c:17]2[c:22]1[CH:21]([OH:23])[CH2:20][CH2:19][CH2:18]2.